This data is from the Open Reaction Database (ORD), a public repository of structured organic reaction records. The task is: describe an organic reaction: reactants, conditions, products, and yield Reactants: Example 35 ( b ), C(C1=CC=CC=C1)N (benzylamine), C(C1=CC=CC=C1)OC(=O)N[C@@H](C(C)C)C(=O)N[C@@H](C)C(=O)N[C@@H](C)P(O)(O)=O ((1R)-1-[(N-benzyloxycarbonyl-L-valyl-L-alanyl)amino]-ethylphosphonic acid). The product is N[C@@H](C(C)C)C(=O)N[C@@H](C)C(=O)N[C@@H](C)P(O)(O)=O ((1R)-1-(L-valyl-L-alanylamino)-ethylphosphonic acid). Reaction SMILES: C(N)C1C=CC=CC=1.C(OC([NH:19][C@H:20]([C:24]([NH:26][C@H:27]([C:29]([NH:31][C@H:32]([P:34](=[O:37])([OH:36])[OH:35])[CH3:33])=[O:30])[CH3:28])=[O:25])[CH:21]([CH3:23])[CH3:22])=O)C1C=CC=CC=1>>[NH2:19][C@H:20]([C:24]([NH:26][C@H:27]([C:29]([NH:31][C@H:32]([P:34](=[O:35])([OH:37])[OH:36])[CH3:33])=[O:30])[CH3:28])=[O:25])[CH:21]([CH3:23])[CH3:22]. Reported procedure: In a manner analogous to that given in Example 35 (b), from the benzylamine salt of (1R)-1-[(N-benzyloxycarbonyl-L-valyl-L-alanyl)amino]-ethylphosphonic acid there was obtained (1R)-1-(L-valyl-L-alanylamino)-ethylphosphonic acid of melting point 263°-265° C (decomposition); [α]D20 = -44.6° (c = 0.5% in water). Reactants: C(=C)(C)C=1C=NC(=NC1)N1CCC(CC1)[C@@H]1[C@@H](C1)CO ({(1R,2R)-2-[1-(5-isopropenylpyrimidin-2-yl)piperidin-4-yl]cyclopropyl}methanol). Reagents/catalysts: [Pd] (Pd/C). Run in CCO (EtOH). Reaction conditions: time 1 hour. Product: C(C)(C)C=1C=NC(=NC1)N1CCC(CC1)[C@@H]1[C@@H](C1)CO ({(1R,2R)-2-[1-(5-isopropylpyrimidin-2-yl)piperidin-4-yl]cyclopropyl}methanol). As a reaction SMILES: [C:1]([C:4]1[CH:5]=[N:6][C:7]([N:10]2[CH2:15][CH2:14][CH:13]([C@H:16]3[CH2:18][C@H:17]3[CH2:19][OH:20])[CH2:12][CH2:11]2)=[N:8][CH:9]=1)([CH3:3])=[CH2:2]>CCO.[Pd]>[CH:1]([C:4]1[CH:5]=[N:6][C:7]([N:10]2[CH2:15][CH2:14][CH:13]([C@H:16]3[CH2:18][C@H:17]3[CH2:19][OH:20])[CH2:12][CH2:11]2)=[N:8][CH:9]=1)([CH3:3])[CH3:2]. Procedure details: The product of step A (170 mg, 0.62 mmol) and 5% Pd/C (20 mg) were dissolved in EtOH (5 mL). The mixture was stirred under 1 atm of H2 for 1 hour. The mixture was filtered and the filtrate concentrated in vacuo, yielding the title compound. Starting materials: ClC=1C(NC2=CC=C(C=C2N1)C(=O)OC)=O (methyl 3-chloro-2-oxo-1,2-dihydroquinoxaline-6-carboxylate), CCN(C(C)C)C(C)C (DIEA), CN[C@@H](C)C1=CC=CC=C1 ((S)—N-methyl-1-phenylethanamine). Run in CS(=O)C (DMSO). Run at temperature 85 celsius, time 3 hour. Yields the product CN(C=1C(NC2=CC=C(C=C2N1)C(=O)OC)=O)[C@@H](C)C1=CC=CC=C1 ((S)-methyl 3-(methyl(1-phenylethyl)amino)-2-oxo-1,2-dihydroquinoxaline-6-carboxylate). The yield is 76.0%. Reaction SMILES: Cl[C:2]1[C:3](=[O:16])[NH:4][C:5]2[C:10]([N:11]=1)=[CH:9][C:8]([C:12]([O:14][CH3:15])=[O:13])=[CH:7][CH:6]=2.CCN(C(C)C)C(C)C.[CH3:26][NH:27][C@H:28]([C:30]1[CH:35]=[CH:34][CH:33]=[CH:32][CH:31]=1)[CH3:29]>CS(C)=O>[CH3:26][N:27]([C@H:28]([C:30]1[CH:35]=[CH:34][CH:33]=[CH:32][CH:31]=1)[CH3:29])[C:2]1[C:3](=[O:16])[NH:4][C:5]2[C:10]([N:11]=1)=[CH:9][C:8]([C:12]([O:14][CH3:15])=[O:13])=[CH:7][CH:6]=2. Reported procedure: To a solution of methyl 3-chloro-2-oxo-1,2-dihydroquinoxaline-6-carboxylate (300 mg, 1.26 mmol) in DMSO (2 mL) was added DIEA (244 mg, 1.89 mmol), and (S)—N-methyl-1-phenylethanamine (204 mg, 1.51 mmol) with stirring for 3 h at 85° C. in an oil bath. The reaction was then quenched by the addition of water (50 mL). The product was precipitated via the addition of water and collected by filtration to give (S)-methyl 3-(methyl(1-phenylethyl)amino)-2-oxo-1,2-dihydroquinoxaline-6-carboxylate as a gra... Starting materials: [Cl-].C[N+](CCC)(CC1(NC(OC1)=O)C)C (N,N-dimethyl-N-((4-methyl-2-oxooxazolidin-4-yl)methyl)propan-1-aminium chloride), C(C)(C)(C)OCl (tert-butylhypochlorite). Run in CO (MeOH). Yields the product [Cl-].ClN1C(OCC1(C)C[N+](CCC)(C)C)=O (N-((3-Chloro-4-methyl-2-oxooxazolidin-4-yl)methyl)-N,N-dimethylpropan-1-aminium chloride). Isolated yield 15.0%. RXN SMILES: [Cl-:1].[CH3:2][N+:3]([CH3:15])([CH2:7][C:8]1([CH3:14])[CH2:12][O:11][C:10](=[O:13])[NH:9]1)[CH2:4][CH2:5][CH3:6].C(O[Cl:21])(C)(C)C>CO>[Cl-:21].[Cl:1][N:9]1[C:8]([CH2:7][N+:3]([CH3:2])([CH3:15])[CH2:4][CH2:5][CH3:6])([CH3:14])[CH2:12][O:11][C:10]1=[O:13] |f:0.1,4.5|. Procedure details: To a solution of N,N-dimethyl-N-((4-methyl-2-oxooxazolidin-4-yl)methyl)propan-1-aminium chloride (6.51 mmol) in MeOH (5 ml) was added, dropwise, tert-butylhypochlorite (˜2.5 ml) until the reaction mixture was clear with white precipitate. The solution was filtered through a 0.45 μm nylon filter, then evaporated and purified on preparative HPLC (H2O/MeOH) to afford the title compound as a white foam (248.1 mg, 0.9648 mmol, 15% over two steps). 1H NMR (D2O, 400 MHz) δ 0.99 (t, J=7.2 Hz, 3H), 1.64 ...